This data is from the Open Reaction Database (ORD), a public repository of structured organic reaction records. The task is: describe an organic reaction: reactants, conditions, products, and yield As a reaction SMILES: C=C.[C:3](=[O:6])([OH:5])[OH:4].[CH:7]([CH:9]=[CH2:10])=[CH2:8]>>[CH2:7]=[CH2:8].[C:3]1(=[O:5])[O:4][CH2:10][CH:9]([CH:7]=[CH2:8])[O:6]1 |f:1.2,3.4|. Procedure details: Upon removal from the glove box, the flask was evacuated and backfilled with ethylene. The catalyst was dissolved in CH2Cl2 (25 mL) and immediately treated with vinyl ethylene carbonate (5 mL). The resulting orange solution was stirred at 23° C. under an ethylene atmosphere (1 atm) for 20 hours. A small amount of polymer had precipitated out of solution. The polymerization was quenched with MeOH and acetone leaving gray oil adhering to the walls of the flask. The polymer was washed several times... Starting materials: C=C (ethylene), C(O)(O)=O.C(=C)C=C (vinyl ethylene carbonate). Conditions: temperature 23 celsius, time 20 hour. Product: C=C.C1(OC(CO1)C=C)=O (Ethylene Vinylethylene Carbonate). Reactants: C(=O)(O)[O-].[Na+] (NaHCO3), CC1=C(C=CC=C1)[N+](=O)[O-] (1-methyl-2-nitrobenzene), C(C)OC(C(C)Cl)=O (ethyl-2-chloropropionate), CC(C)([O-])C.[K+] (potassium tertiary butoxide). Run in C(C)OC(C)=O (ethylacetate), CN(C=O)C (dimethylformamide). Run at time 10 minute. The product is CC=1C=C(C=CC1[N+](=O)[O-])C(C(=O)OCC)C (Ethyl 2-(3-methyl-4-nitrophenyl)propanoate). Yield: 69.4%. As a reaction SMILES: CC(C)([O-])C.[K+].[CH3:7][C:8]1[CH:13]=[CH:12][CH:11]=[CH:10][C:9]=1[N+:14]([O-:16])=[O:15].[CH2:17]([O:19][C:20](=[O:24])[CH:21](Cl)[CH3:22])[CH3:18].C([O-])(O)=O.[Na+]>CN(C)C=O.C(OC(=O)C)C>[CH3:7][C:8]1[CH:13]=[C:12]([CH:21]([CH3:22])[C:20]([O:19][CH2:17][CH3:18])=[O:24])[CH:11]=[CH:10][C:9]=1[N+:14]([O-:16])=[O:15] |f:0.1,4.5|. Procedure: To a stirred solution of added potassium tertiary butoxide (2.05 g, 18.3 mmol) in dimethylformamide (10 mL) were slowly added the mixture of 1-methyl-2-nitrobenzene (1 g, 7.29 mmol) and ethyl-2-chloropropionate (0.98 mL, 7.70 mmol) at −30° C. The reaction mixture was stirred for 10 min and warmed to room temperature. The residue was dissolved with ethylacetate and neutralized with NaHCO3. The organic layer was washed with water two times, then dried over magnesium sulfate and filtered. The filtr... Starting materials: OBO, O=C(c1ccc(Br)cc1F)N1CCCC1CN1CCCC1, N#Cc1ccccc1. Product: N#Cc1cccc(-c2ccc(C(=O)N3CCCC3CN3CCCC3)c(F)c2)c1. Reaction SMILES: [BH:22]([OH:23])[OH:24].[Br:1][c:2]1[cH:3][c:4]([F:21])[c:5]([C:8](=[O:9])[N:10]2[CH:11]([CH2:15][N:16]3[CH2:17][CH2:18][CH2:19][CH2:20]3)[CH2:12][CH2:13][CH2:14]2)[cH:6][cH:7]1.[C:25](#[N:26])[c:27]1[cH:28][cH:29][cH:30][cH:31][cH:32]1>>[c:2]1(-[c:31]2[cH:30][cH:29][cH:28][c:27]([C:25]#[N:26])[cH:32]2)[cH:3][c:4]([F:21])[c:5]([C:8](=[O:9])[N:10]2[CH:11]([CH2:15][N:16]3[CH2:17][CH2:18][CH2:19][CH2:20]3)[CH2:12][CH2:13][CH2:14]2)[cH:6][cH:7]1. Reactants: C([O-])([O-])=O.[Ce+3].C([O-])([O-])=O.C([O-])([O-])=O.[Ce+3] (cerium carbonate), [N+](=O)([O-])[O-] (nitrate), [N+](=O)([O-])[O-].[La+3].[N+](=O)([O-])[O-].[N+](=O)([O-])[O-] (lanthanum nitrate). Run in O (water), [N+](=O)(O)[O-] (nitric acid). The product is [N+](=O)([O-])[O-].[Ce+3].[N+](=O)([O-])[O-].[N+](=O)([O-])[O-] (cerium (III) nitrate), final product. Reaction SMILES: C(=O)([O-])[O-].[Ce+3:5].C(=O)([O-])[O-].C(=O)([O-])[O-].[Ce+3].[N+:15]([O-:18])([O-:17])=[O:16].[N+:19]([O-:22])([O-:21])=[O:20].[La+3].[N+:24]([O-:27])([O-:26])=[O:25].[N+]([O-])([O-])=O>O.[N+]([O-])(O)=O>[N+:15]([O-:18])([O-:17])=[O:16].[Ce+3:5].[N+:19]([O-:22])([O-:21])=[O:20].[N+:24]([O-:27])([O-:26])=[O:25] |f:0.1.2.3.4,6.7.8.9,12.13.14.15|. Procedure details: A cerium (III) nitrate solution was prepared by dissolving 58 g of cerium carbonate in 135 g water and 43 g concentrated nitric acid. To this was added 107.7 g zirconyl nitrate (20 wt % oxide) and 3.5 g lanthanum nitrate to yield 2 wt % La2O3 in final product. No hydrogen peroxide was added. The nitrates were coprecipitated as in Example 1. The surface area of the powder after aging at 900° C. for 4 hours was 20 m2/g. Reactants: O (water), [N+](=O)([O-])C1=CC=C(C=C1)O (4-nitrophenol), [OH-].[K+] (KOH), ClC1=C(C(C(C1(F)F)(F)F)(F)F)Cl (1,2-dichloro-3,3,4,4,5,5-hexafluorocyclopent-1-ene). Solvent: C(Cl)Cl (methylene chloride), CN(C=O)C (dimethylformamide). Reaction conditions: temperature 50 celsius, time 20 hour. Yields the product [N+](=O)([O-])C1=CC=C(OC2=C(C(C(C2(F)F)(F)F)(F)F)OC2=CC=C(C=C2)[N+](=O)[O-])C=C1 (1,2-bis-(4-nitrophenoxy)-3,3,4,4,5,5-hexafluorocyclopent-1-ene). RXN SMILES: Cl[C:2]1[C:6]([F:8])([F:7])[C:5]([F:10])([F:9])[C:4]([F:12])([F:11])[C:3]=1Cl.[N+:14]([C:17]1[CH:22]=[CH:21][C:20]([OH:23])=[CH:19][CH:18]=1)([O-:16])=[O:15].[OH-:24].[K+].[OH2:26]>CN(C)C=O.C(Cl)Cl>[N+:14]([C:17]1[CH:22]=[CH:21][C:20]([O:23][C:2]2[C:6]([F:8])([F:7])[C:5]([F:10])([F:9])[C:4]([F:12])([F:11])[C:3]=2[O:24][C:20]2[CH:21]=[CH:22][C:17]([N+:14]([O-:15])=[O:26])=[CH:18][CH:19]=2)=[CH:19][CH:18]=1)([O-:16])=[O:15] |f:2.3|. Procedure: 24.5 g of 1,2-dichloro-3,3,4,4,5,5-hexafluorocyclopent-1-ene (0.1 mol) were initially introduced at 10° C. in 50 ml of dimethylformamide. After the addition of 27.8 g of 4-nitrophenol (0.2 mol) and 11.2 g (0.2 mol) of finely powdered KOH, the mixture was slowly warmed to 50° C. with stirring and held at this temperature for 20 hours. The reaction mixture was then poured into 500 ml of water, methylene chloride was added, and the organic phase was separated off and washed successively with 100 ml...